This data is from the Open Reaction Database (ORD), a public repository of structured organic reaction records. The task is: describe an organic reaction: reactants, conditions, products, and yield Reactants: [I-].[K+] (potassium iodide), C(C)(=O)C1=C(C(=C(CCl)C=C1)CCC)O (4-acetyl-3-hydroxy-2-propylbenzyl chloride), SC1=NN=C(S1)SCCCCC(=O)OCC (ethyl 5-[(5-mercapto-1,3,4-thiadiazol-2-yl)thio]valerate), C([O-])([O-])=O.[K+].[K+] (potassium carbonate). Reagents/catalysts: [Br-].C(CCC)[N+](CCCC)(CCCC)CCCC (tetra-n-butylammonium bromide). Run in C(C)(=O)OCC (ethyl acetate), C(C)C(=O)C (methyl ethyl ketone). Reaction conditions: temperature 60 celsius, time 3 hour. Product: C(C)(=O)C1=C(C(=C(CSC2=NN=C(S2)SCCCCC(=O)OCC)C=C1)CCC)O (ethyl 5-[[5-[(4-acetyl-3-hydroxy-2-propylbenzyl)thio]-1,3,4-thiadiazol-2-yl]thio]valerate). Isolated yield 83.8%. RXN SMILES: [C:1]([C:4]1[CH:11]=[CH:10][C:7]([CH2:8]Cl)=[C:6]([CH2:12][CH2:13][CH3:14])[C:5]=1[OH:15])(=[O:3])[CH3:2].[SH:16][C:17]1[S:21][C:20]([S:22][CH2:23][CH2:24][CH2:25][CH2:26][C:27]([O:29][CH2:30][CH3:31])=[O:28])=[N:19][N:18]=1.C(=O)([O-])[O-].[K+].[K+].[I-].[K+]>[Br-].C([N+](CCCC)(CCCC)CCCC)CCC.C(OCC)(=O)C.C(C(C)=O)C>[C:1]([C:4]1[CH:11]=[CH:10][C:7]([CH2:8][S:16][C:17]2[S:21][C:20]([S:22][CH2:23][CH2:24][CH2:25][CH2:26][C:27]([O:29][CH2:30][CH3:31])=[O:28])=[N:19][N:18]=2)=[C:6]([CH2:12][CH2:13][CH3:14])[C:5]=1[OH:15])(=[O:3])[CH3:2] |f:2.3.4,5.6,7.8|. Reported procedure: To a mixture of 0.30 g of 4-acetyl-3-hydroxy-2-propylbenzyl chloride, 0.39 g of ethyl 5-[(5-mercapto-1,3,4-thiadiazol-2-yl)thio]valerate, 0.20 g of anhydrous potassium carbonate and 4 ml of methyl ethyl ketone were added catalytic amounts of potassium iodide and tetra-n-butylammonium bromide followed by stirring at 60° C for 3 hours. The reaction mixture was diluted with ethyl acetate and insoluble matters were filtered off. The filtrate was washed with an aqueous sodium hydroxide solution and d... Reactants: [OH-].[Na+] (NaOH), C(C)OC(C(CC1=CC=C(C=C1)O)(C)OC1=CC2=C(OCO2)C=C1)=O (2-(benzo[1,3]dioxol-5-yloxy)-3-(4-hydroxyphenyl)-2-methyl-propionic acid ethyl ester), CC1=C(N=C(O1)C1=CC(=CC=C1)C=1SC=CC1)CCOS(=O)(=O)C1=CC=C(C=C1)C (toluene-4-sulfonic acid 2-[5-methyl-2-(3-thiophen-2-ylphenyl)oxazol-4-yl]ethyl ester), C(=O)([O-])[O-].[K+].[K+] (K2CO3). Run in C(C)O (ethanol), C(C)O (ethanol). The product is O1COC2=C1C=CC(=C2)OC(C(=O)O)(CC2=CC=C(C=C2)OCCC=2N=C(OC2C)C2=CC(=CC=C2)C=2SC=CC2)C (2-(benzo[1,3]dioxol-5-yloxy)-2-methyl-3-(4-{2-[5-methyl-2-(3-thiophen-2-yl-phenyl)-oxazol-4-yl]-ethoxy}-phenyl)-propionic acid). As a reaction SMILES: C([O:3][C:4](=[O:25])[C:5]([O:15][C:16]1[CH:24]=[CH:23][C:19]2[O:20][CH2:21][O:22][C:18]=2[CH:17]=1)([CH3:14])[CH2:6][C:7]1[CH:12]=[CH:11][C:10](O)=[CH:9][CH:8]=1)C.[CH3:26][C:27]1[O:31][C:30]([C:32]2[CH:37]=[CH:36][CH:35]=[C:34]([C:38]3[S:39][CH:40]=[CH:41][CH:42]=3)[CH:33]=2)=[N:29][C:28]=1[CH2:43][CH2:44][O:45]S(C1C=CC(C)=CC=1)(=O)=O.C([O-])([O-])=O.[K+].[K+].[OH-].[Na+]>C(O)C>[O:20]1[C:19]2[CH:23]=[CH:24][C:16]([O:15][C:5]([CH3:14])([CH2:6][C:7]3[CH:12]=[CH:11][C:10]([O:45][CH2:44][CH2:43][C:28]4[N:29]=[C:30]([C:32]5[CH:37]=[CH:36][CH:35]=[C:34]([C:38]6[S:39][CH:40]=[CH:41][CH:42]=6)[CH:33]=5)[O:31][C:27]=4[CH3:26])=[CH:9][CH:8]=3)[C:4]([OH:25])=[O:3])=[CH:17][C:18]=2[O:22][CH2:21]1 |f:2.3.4,5.6|. Reported procedure: A mixture of 2-(benzo[1,3]dioxol-5-yloxy)-3-(4-hydroxyphenyl)-2-methyl-propionic acid ethyl ester (0.030 mmol) (see Ex. 58, Part C), toluene-4-sulfonic acid 2-[5-methyl-2-(3-thiophen-2-ylphenyl)oxazol-4-yl]ethyl ester (0.030 mmol) (see Ex. 5, Part B) and 325 mesh K2CO3 (0.084 g, 0.60 mmol) in ethanol (2 mL) was heated to reflux for 24 h under N2. Aqueous 5N NaOH (0.5 mL) and additional ethanol (1 mL) was added to the reaction mixture and it was heated at reflux for an additional 2 h. The reactio... Reactants: CS(=O)(=O)N1CC(C(CC1)=O)C (racemic 1-methanesulfonyl-3-methyl-piperidin-4-one), C(C1=CC=CC=C1)N (benzylamine). The product is C(C1=CC=CC=C1)N[C@@H]1[C@@H](CN(CC1)S(=O)(=O)C)C (Racemic cis benzyl-(1-methanesulfonyl-3-methyl-piperidin-4-yl)-amine). RXN SMILES: [CH3:1][S:2]([N:5]1[CH2:10][CH2:9][C:8](=O)[CH:7]([CH3:12])[CH2:6]1)(=[O:4])=[O:3].[CH2:13]([NH2:20])[C:14]1[CH:19]=[CH:18][CH:17]=[CH:16][CH:15]=1>>[CH2:13]([NH:20][C@H:8]1[CH2:9][CH2:10][N:5]([S:2]([CH3:1])(=[O:4])=[O:3])[CH2:6][C@H:7]1[CH3:12])[C:14]1[CH:19]=[CH:18][CH:17]=[CH:16][CH:15]=1. Procedure details: Racemic cis benzyl-(1-methanesulfonyl-3-methyl-piperidin-4-yl)-amine was prepared in the same manner from racemic 1-methanesulfonyl-3-methyl-piperidin-4-one. In this instance, benzylamine was used instead of (R)-1-phenylethylamine. Starting materials: FC(C1=CC=C(C=C1)C(C)=O)(F)F (4′-trifluoromethylacetophenone), CC=1C=C(C=O)C=CC1O (3-methyl-4-hydroxybenzaldehyde). Procedure: This compound was synthesized from 4′-trifluoromethylacetophenone and 3-methyl-4-hydroxybenzaldehyde according to general method 1 described earlier. Reaction SMILES: [F:1][C:2]([F:13])([F:12])[C:3]1[CH:8]=[CH:7][C:6]([C:9](=[O:11])[CH3:10])=[CH:5][CH:4]=1.[CH3:14][C:15]1[CH:16]=[C:17]([CH:20]=[CH:21][C:22]=1[OH:23])[CH:18]=O>>[F:1][C:2]([F:12])([F:13])[C:3]1[CH:4]=[CH:5][C:6]([C:9](=[O:11])[CH:10]=[CH:18][C:17]2[CH:20]=[CH:21][C:22]([OH:23])=[C:15]([CH3:14])[CH:16]=2)=[CH:7][CH:8]=1. The product is FC(C1=CC=C(C=C1)C(C=CC1=CC(=C(C=C1)O)C)=O)(F)F (1-[4-trifluoromethylphenyl]-3-[3-methyl-4-hydroxyphenyl]prop-2-en-1-one). Starting materials: [OH-].[Na+] (Sodium Hydroxide), [OH-].[Na+] (NaOH), CN1CC[C@]23C4=C5C=CC(=C4O[C@H]2C(=CC=C3[C@H]1C5)OC)O (oripavine), OS(=O)[O-].[Na+] (NaHSO3), [OH-].[Na+] (NaOH), [OH-].[NH4+] (ammonium hydroxide), c-NH4OH, CN1CC[C@]23C4=C5C=CC(=C4O[C@H]2C(=CC=C3[C@H]1C5)OC)O (oripavine), [OH-].[Na+] (NaOH). The solvent is CC(=O)O (HOAc). Conditions: temperature 38 celsius, time 4 minute. Product: CN1CC[C@]23C=4C5=CC=C(C4O[C@H]2C(=O)CC[C@]3([C@H]1C5)O)O (Oxymorphone). As a reaction SMILES: OS([O-])=O.[Na+].[OH-:6].[Na+].[CH3:8][N:9]1[C@@H:25]2[CH2:26][C:14]3[CH:15]=[CH:16][C:17]([OH:29])=[C:18]4[O:19][C@H:20]5[C:21]([O:27]C)=[CH:22][CH:23]=[C:24]2[C@:12]5([C:13]=34)[CH2:11][CH2:10]1.[OH-].[NH4+]>CC(O)=O>[CH3:8][N:9]1[C@@H:25]2[CH2:26][C:14]3=[CH:15][CH:16]=[C:17]([OH:29])[C:18]4[O:19][C@H:20]5[C:21]([CH2:22][CH2:23][C@:24]2([OH:6])[C@:12]5([C:13]=43)[CH2:11][CH2:10]1)=[O:27] |f:0.1,2.3,5.6|. Procedure details: To the above filtrate, NaHSO3 (0.1 g per g of oripavine) was added and nitrogen sweep was initiated. 50% Sodium Hydroxide, NaOH, (1.33 g per g of oripavine) was charged (pH=about 6.6). Temperature reached 35° C. during charging. The pH was adjusted with additional 50% NaOH (˜0.15 mL per g of oripavine) to 7.0. Note: The pH value would take 3 to 5 minutes to become steady. The pH adjustment was repeated until the pH change was within +/−0.2 over 5 minutes. The pH was adjusted to 6.6 to 7.0 with 5... Reactants: COC=1C=C2C(=CNC2=CC1)CCN(C(C)=O)C(=O)C (N-[2-(5-methoxyindol-3-yl)ethyl]diacetamide), [B-](F)(F)(F)F.CC[O+](CC)CC (Meerwein's reagent). Procedure: To N-[2-(5-methoxyindol-3-yl)ethyl]diacetamide (4) (35 mg) dissolved in dichloromethane (3 ml), at 0° C., is added Meerwein's reagent (0.15 mmol, 0.15 ml). The mixture is maintained at room temperature for 12 h. The solution is filtered. A red precipitate is obtained. The precipitate is dissolved in methanol (1 ml). After reacting for 15 min, the methanol is evaporated off and the ethyl acetate is extracted out. N-[2-(2-Acetyl-5-methoxyindol-3-yl)ethyl]acetamide (2) is thus obtained, Yield=75%. Reaction conditions: time 15 minute. Solvent: ClCCl (dichloromethane), CO (methanol). Reaction SMILES: [CH3:1][O:2][C:3]1[CH:4]=[C:5]2[C:9](=[CH:10][CH:11]=1)[NH:8][CH:7]=[C:6]2[CH2:12][CH2:13][N:14]([C:18]([CH3:20])=[O:19])C(=O)C.[B-](F)(F)(F)F.[CH3:26][CH2:27][O+:28](CC)CC>ClCCl.CO>[C:27]([C:7]1[NH:8][C:9]2[C:5]([C:6]=1[CH2:12][CH2:13][NH:14][C:18](=[O:19])[CH3:20])=[CH:4][C:3]([O:2][CH3:1])=[CH:11][CH:10]=2)(=[O:28])[CH3:26] |f:1.2|. Isolated yield 75.0%. Product: C(C)(=O)C=1NC2=CC=C(C=C2C1CCNC(C)=O)OC (N-[2-(2-Acetyl-5-methoxyindol-3-yl)ethyl]acetamide). Reactants: CCOC(C)=O, O=C1OC(=O)C2C3C=CC(CC3)C12. The product is O=C1OC(=O)C2C3CCC(CC3)C12. Reaction SMILES: [CH3:14][CH2:15][O:16][C:17](=[O:18])[CH3:19].[CH:1]12[CH:2]3[C:3](=[O:13])[O:4][C:5](=[O:12])[CH:6]3[CH:7]([CH:8]=[CH:9]1)[CH2:10][CH2:11]2>>[CH:1]12[CH:2]3[C:3](=[O:13])[O:4][C:5](=[O:12])[CH:6]3[CH:7]([CH2:8][CH2:9]1)[CH2:10][CH2:11]2. The reactants are NC=1C=C(C(=O)C=2C=C(N3C=CC=CC23)CCCC(=O)OCC)C=CC1 (ethyl 4-[1-(3-aminobenzoyl)indolizin-3-yl]butyrate), C(C)(C)N(CC)C(C)C (diisopropylethylamine), C(C(C)C)C1=CC=C(C=C1)C(Cl)C1=CC=C(C=C1)CC(C)C (bis(4-isobutylphenyl)chloromethane). The solvent is C(Cl)Cl (methylene chloride), C(Cl)Cl (methylene chloride). Conditions: time 18 hour. Yields the product C(C(C)C)C1=CC=C(C=C1)C(C1=CC=C(C=C1)CC(C)C)NC=1C=C(C(=O)C=2C=C(N3C=CC=CC23)CCCC(=O)OCC)C=CC1 (ethyl 4-[1-[3-[bis(4-isobutylphenyl)methylamino]benzoyl]indolizin-3-yl]butyrate). The yield is 48.6%. Reaction SMILES: [NH2:1][C:2]1[CH:3]=[C:4]([CH:24]=[CH:25][CH:26]=1)[C:5]([C:7]1[CH:8]=[C:9]([CH2:16][CH2:17][CH2:18][C:19]([O:21][CH2:22][CH3:23])=[O:20])[N:10]2[C:15]=1[CH:14]=[CH:13][CH:12]=[CH:11]2)=[O:6].C(N(C(C)C)CC)(C)C.[CH2:36]([C:40]1[CH:45]=[CH:44][C:43]([CH:46]([C:48]2[CH:53]=[CH:52][C:51]([CH2:54][CH:55]([CH3:57])[CH3:56])=[CH:50][CH:49]=2)Cl)=[CH:42][CH:41]=1)[CH:37]([CH3:39])[CH3:38]>C(Cl)Cl>[CH2:54]([C:51]1[CH:52]=[CH:53][C:48]([CH:46]([NH:1][C:2]2[CH:3]=[C:4]([CH:24]=[CH:25][CH:26]=2)[C:5]([C:7]2[CH:8]=[C:9]([CH2:16][CH2:17][CH2:18][C:19]([O:21][CH2:22][CH3:23])=[O:20])[N:10]3[C:15]=2[CH:14]=[CH:13][CH:12]=[CH:11]3)=[O:6])[C:43]2[CH:44]=[CH:45][C:40]([CH2:36][CH:37]([CH3:39])[CH3:38])=[CH:41][CH:42]=2)=[CH:49][CH:50]=1)[CH:55]([CH3:57])[CH3:56]. Reported procedure: To a stirred solution of ethyl 4-[1-(3-aminobenzoyl)indolizin-3-yl]butyrate (320 mg) in methylene chloride (10 ml) was added diisopropylethylamine (0.22 ml) and bis(4-isobutylphenyl)chloromethane (340 mg) in methylene chloride (5 ml) at room temperature. After stirring for 18 hours, the reaction mixture was evaporated and extracted with ether. The organic layers were washed with water and brine and dried over sodium sulfate. After evaporation of the solvent, the residue was chromatographed on si... Starting materials: C(C)OC(=O)C1=NN=C(N1C(C)C)C1=NC=C(C=C1NS(=O)(=O)C1=CC=C(C=C1)C(C)(C)C)Cl (5-[3-(4-tert-butyl-benzenesulfonylamino)-5-chloro-pyridin-2-yl]-4-isopropyl-4H-[1,2,4]triazole-3-carboxylic acid ethyl ester), C[Mg]Br (methylmagnesium bromide), C1CCOC1 (THF), O1CCCC1 (tetrahydrofuran). Reaction conditions: temperature 0 celsius, time 2 hour. Yields the product C(C)(C)(C)C1=CC=C(C=C1)S(=O)(=O)NC=1C(=NC=C(C1)Cl)C1=NN=C(N1C(C)C)C(C)(C)O (4-tert-butyl-N-{5-chloro-2-[5-(1-hydroxy-1-methyl-ethyl)-4-isopropyl-4H-[1,2,4]triazol-3-yl]-pyridin-3-yl}-benzenesulfonamide). As a reaction SMILES: C(OC([C:6]1[N:10]([CH:11]([CH3:13])[CH3:12])[C:9]([C:14]2[C:19]([NH:20][S:21]([C:24]3[CH:29]=[CH:28][C:27]([C:30]([CH3:33])([CH3:32])[CH3:31])=[CH:26][CH:25]=3)(=[O:23])=[O:22])=[CH:18][C:17]([Cl:34])=[CH:16][N:15]=2)=[N:8][N:7]=1)=O)C.[CH3:35][Mg]Br.[CH2:38]1[CH2:42][O:41]CC1>>[C:30]([C:27]1[CH:28]=[CH:29][C:24]([S:21]([NH:20][C:19]2[C:14]([C:9]3[N:10]([CH:11]([CH3:13])[CH3:12])[C:6]([C:42]([OH:41])([CH3:38])[CH3:35])=[N:7][N:8]=3)=[N:15][CH:16]=[C:17]([Cl:34])[CH:18]=2)(=[O:23])=[O:22])=[CH:25][CH:26]=1)([CH3:33])([CH3:32])[CH3:31]. Procedure: A 25 mL scintillation vial was charged with 5-[3-(4-tert-butyl-benzenesulfonylamino)-5-chloro-pyridin-2-yl]-4-isopropyl-4H-[1,2,4]triazole-3-carboxylic acid ethyl ester (prepared according to general procedure B, 11 mg, 0.02 mmol), methylmagnesium bromide in THF (0.2 mL, 3.0 M), and tetrahydrofuran (3 mL). The vial was sealed and stirred at 0° C. for 2 h. The volatiles were then evacuated in vacuo and the residue was purified via preparatory HPLC to afford 4-tert-butyl-N-{5-chloro-2-[5-(1-hydrox...